Dataset: the Open Reaction Database (ORD), a public repository of structured organic reaction records. Task: describe an organic reaction: reactants, conditions, products, and yield The reactants are O=C([O-])[O-], C=CC#N, CC[N+](CC)(CC)Cc1ccccc1, [Cl-], CCOC(=O)CCl, [K+], [K+], CN(C)C=O, O. The product is CCOC(=O)C1CC1C#N. As a reaction SMILES: [C:1](=[O:2])([O-:3])[O-:4].[CH2:12]=[CH:13][C:14]#[N:15].[CH2:24]([N+:25]([CH2:26][CH3:27])([CH2:28][CH3:29])[CH2:30][CH3:31])[c:32]1[cH:33][cH:34][cH:35][cH:36][cH:37]1.[Cl-:23].[Cl:16][CH2:17][C:18](=[O:19])[O:20][CH2:21][CH3:22].[K+:5].[K+:6].[O:7]=[CH:8][N:9]([CH3:10])[CH3:11].[OH2:38]>>[CH2:12]1[CH:13]([C:14]#[N:15])[CH:17]1[C:18](=[O:19])[O:20][CH2:21][CH3:22]. Reactants: COC(CCC(=O)Cl)=O (3-chlorocarbonyl-propionic acid methyl ester), C1(=CC=CC=C1)P(C1=CC=CC=C1)C1=CC=CC=C1 (triphenylphosphine), N(=[N+]=[N-])CC(=O)C1=CC=C(C=C1)[N+](=O)[O-] (2-azido-1-(4-nitrophenyl)-ethanone). Solvent: ClCCCl (1,2,-dichloroethane). Run at temperature 85 celsius, time 12 hour. The product is COC(CCC=1OC(=CN1)C1=CC=C(C=C1)[N+](=O)[O-])=O (3-[5-(4-nitro-phenyl)-oxazol-2-yl]-propionic acid methyl ester). The yield is 23.0%. As a reaction SMILES: [N:1]([CH2:4][C:5]([C:7]1[CH:12]=[CH:11][C:10]([N+:13]([O-:15])=[O:14])=[CH:9][CH:8]=1)=[O:6])=[N+]=[N-].[CH3:16][O:17][C:18](=[O:24])[CH2:19][CH2:20][C:21](Cl)=O.C1(P(C2C=CC=CC=2)C2C=CC=CC=2)C=CC=CC=1>ClCCCl>[CH3:16][O:17][C:18](=[O:24])[CH2:19][CH2:20][C:21]1[O:6][C:5]([C:7]2[CH:12]=[CH:11][C:10]([N+:13]([O-:15])=[O:14])=[CH:9][CH:8]=2)=[CH:4][N:1]=1. Reported procedure: To a mixture of crude 2-azido-1-(4-nitrophenyl)-ethanone (8.2 mmol) and 1,2,-dichloroethane (80 ml) was added 3-chlorocarbonyl-propionic acid methyl ester (1.1 ml, 9.0 mmol) and triphenylphosphine (2.4 g, 9.0 mmol). The mixture was stirred at 85° C. for 12 hours. After cooling to room temperature, the mixture was purified by flash chromatography on silica gel eluting with ethyl acetate-hexane (1:4 followed by 1:1) to give 3-[5-(4-nitro-phenyl)-oxazol-2-yl]-propionic acid methyl ester (520 mg, 23... The reactants are C1(=CC=CC=C1)[C@@H]1NCCC2=CC=CC=C12 ((S)-1-phenyl-1,2,3,4-tetrahydroisoquinoline), N1=CC=CC=C1 (pyridine), ClC(Cl)(OC(OC(Cl)(Cl)Cl)=O)Cl (triphosgene), C1(=CC=CC=C1)[C@@H]1NCCC2=CC=CC=C12 ((S)-1-phenyl-1,2,3,4-tetrahydroisoquinoline). Run in C1(=CC=CC=C1)C (toluene), C1(=CC=CC=C1)C (toluene), C1(=CC=CC=C1)C (toluene), C(Cl)Cl.CO (CH2Cl2 MeOH), C1(=CC=CC=C1)C (toluene). Reaction conditions: temperature 60 celsius, time 12 hour. Yields the product ClC(Cl)(OC(OC(Cl)(Cl)Cl)=O)Cl (triphosgene), C1(=CC=CC=C1)[C@@]1(NCCC2=CC=CC=C12)C(=O)Cl ((S)-1-Phenyl-1,2,3,4-tetrahydroisoquinolinecarbonyl chloride). As a reaction SMILES: [C:1]1([C@H:7]2[C:16]3[C:11](=[CH:12][CH:13]=[CH:14][CH:15]=3)[CH2:10][CH2:9][NH:8]2)[CH:6]=[CH:5][CH:4]=[CH:3][CH:2]=1.N1C=CC=CC=1.[Cl:23][C:24]([Cl:34])([O:26][C:27](=[O:33])[O:28][C:29]([Cl:32])([Cl:31])[Cl:30])[Cl:25]>C1(C)C=CC=CC=1.C(Cl)Cl.CO>[Cl:23][C:24]([Cl:25])([O:26][C:27](=[O:33])[O:28][C:29]([Cl:32])([Cl:30])[Cl:31])[Cl:34].[C:1]1([C@@:7]2([C:24]([Cl:23])=[O:26])[C:16]3[C:11](=[CH:12][CH:13]=[CH:14][CH:15]=3)[CH2:10][CH2:9][NH:8]2)[CH:2]=[CH:3][CH:4]=[CH:5][CH:6]=1 |f:4.5|. Procedure: In a three-neck flask the solution of triphosgene (10.87 g, 36.63 mmol) in toluene (60 mL) is prepared at room temperature (23° C.), then the reactor is placed in an ice-water cooling bath. In a separate flask (S)-1-phenyl-1,2,3,4-tetrahydroisoquinoline (20.0 g, 95.55 mmol, purity 99% (HPLC)) and pyridine (3.26 mL, 40.30 mmol) are placed in toluene (80 mL), while heating at 50-70° C. until the whole amount of solid is dissolved. After cooling down to room temperature, the clear toluene solution ... Starting materials: C1(=CC=CC=C1)CN1C2=CC=CC(=C2C=2C(=CC(=CC12)C)OCC(=O)OC)C(N)=O ({9-[(phenyl)methyl]-2-methyl-5-carbamoylcarbazol-4-yl}oxyacetic acid, methyl ester), [OH-].[Na+] (NaOH). The solvent is C(C)O (ethanol). Product: [Na+].C1(=CC=CC=C1)CN1C2=CC=CC(=C2C=2C(=CC(=CC12)C)OCC(=O)[O-])C(N)=O ({9-[(phenyl)methyl]-2-methyl-5-carbamoylcarbazol-4-yl}oxyacetic acid sodium salt). Yield: 56.0%. As a reaction SMILES: [C:1]1([CH2:7][N:8]2[C:20]3[CH:19]=[C:18]([CH3:21])[CH:17]=[C:16]([O:22][CH2:23][C:24]([O:26]C)=[O:25])[C:15]=3[C:14]3[C:9]2=[CH:10][CH:11]=[CH:12][C:13]=3[C:28](=[O:30])[NH2:29])[CH:6]=[CH:5][CH:4]=[CH:3][CH:2]=1.[OH-].[Na+:32]>C(O)C>[Na+:32].[C:1]1([CH2:7][N:8]2[C:20]3[CH:19]=[C:18]([CH3:21])[CH:17]=[C:16]([O:22][CH2:23][C:24]([O-:26])=[O:25])[C:15]=3[C:14]3[C:9]2=[CH:10][CH:11]=[CH:12][C:13]=3[C:28](=[O:30])[NH2:29])[CH:6]=[CH:5][CH:4]=[CH:3][CH:2]=1 |f:1.2,4.5|. Procedure: A solution of the {9-[(phenyl)methyl]-2-methyl-5-carbamoylcarbazol-4-yl}oxyacetic acid, methyl ester (83.5 mg, 0.207 mM) and 1.0 mL (2.0 mM) of 2 N NaOH in 10 mL of ethanol was stirred for 45 minutes at 25° C. The resultant white precipitate was collected by filtration, washed with a small amount of EtOH, then dried in vacuo to afford 48 mg (56%) of the {9-[(phenyl)methyl]-2-methyl-5-carbamoylcarbazol-4-yl}oxyacetic acid sodium salt as a white powder. MS (ES) m/e 314, 372, 389, 411. The filtrate... Starting materials: C[C@@H](CC(=O)OC)CCO (methyl 3-(R)-methyl-5-hydroxypentanoate), [Si](C)(C)(C(C)(C)C)Cl (t-butyldimethylsilyl chloride), N1C=NC=C1 (imidazole), CN(C=O)C (dimethylformamide). Solvent: O (water). The product is C[C@@H](CC(=O)OC)CCO[Si](C)(C)C(C)(C)C (methyl 3-(R)-methyl-5-(t-butyldimethylsilyloxy)pentanoate). Reaction SMILES: [CH3:1][C@H:2]([CH2:8][CH2:9][OH:10])[CH2:3][C:4]([O:6][CH3:7])=[O:5].N1C=CN=C1.CN(C)C=O.[Si:21](Cl)([C:24]([CH3:27])([CH3:26])[CH3:25])([CH3:23])[CH3:22]>O>[CH3:1][C@H:2]([CH2:8][CH2:9][O:10][Si:21]([C:24]([CH3:27])([CH3:26])[CH3:25])([CH3:23])[CH3:22])[CH2:3][C:4]([O:6][CH3:7])=[O:5]. Procedure: To a solution of 37 g. (0.253 m) of methyl 3-(R)-methyl-5-hydroxypentanoate and 37 g. (0.543 m) of imidazole in 500 ml. of dimethylformamide was added 37 g. (0.249 m) of t-butyldimethylsilyl chloride and the reaction stirred at room temperature for 2 hours. The reaction mixture was poured into water and extracted (4×100 ml.) with ether. The combined extracts were washed with 10% hydrochloric acid, a saturated sodium bicarbonate solution, water and a brine solution, and dried over magnesium sulfa... Reactants: 65, N1=CC(=CC=C1)CN (3-pyridinemethanamine), ClC1=C(C=CC=C1)[N+](=O)[O-] (1-chloro-2-nitrobenzene), C([O-])([O-])=O.[Na+].[Na+] (sodium carbonate). Run in C(CCC)O (1-butanol). The product is 33, [N+](=O)([O-])C1=C(C=CC=C1)NCC=1C=NC=CC1 (N-(2-nitrophenyl)-3-pyridinemethanamine). Isolated yield 23.0%. Reaction SMILES: [N:1]1[CH:6]=[CH:5][CH:4]=[C:3]([CH2:7][NH2:8])[CH:2]=1.Cl[C:10]1[CH:15]=[CH:14][CH:13]=[CH:12][C:11]=1[N+:16]([O-:18])=[O:17].C(=O)([O-])[O-].[Na+].[Na+]>C(O)CCC>[N+:16]([C:11]1[CH:12]=[CH:13][CH:14]=[CH:15][C:10]=1[NH:8][CH2:7][C:3]1[CH:2]=[N:1][CH:6]=[CH:5][CH:4]=1)([O-:18])=[O:17] |f:2.3.4|. Procedure: A mixture of 65 parts of 3-pyridinemethanamine, 94 parts of 1-chloro-2-nitrobenzene, 80 parts of sodium carbonate and 800 parts of 1-butanol is stirred and refluxed over week-end. The reaction mixture is cooled, filtered and the filtrate is evaporated. The residue is purified by column-chromatography over silica gel using a mixture of trichloromethane and methanol (98:2 by volume) as eluent. The pure fractions are collected and the eluent is evaporated. The residue is crystallized from 2,2'-oxyb... The reactants are C=CCOc1c(Cl)cc(C(=O)NC2CCC(=O)N(C)N(C(C)C(=O)OCC)C2=O)cc1Cl, CO, [Na+], [OH-], O. Product: C=CCOc1c(Cl)cc(C(=O)NC2CCC(=O)N(C)N(C(C)C(=O)O)C2=O)cc1Cl. As a reaction SMILES: [CH2:1]([CH3:2])[O:3][C:4]([CH:5]([CH3:6])[N:7]1[N:8]([CH3:31])[C:9](=[O:30])[CH2:10][CH2:11][CH:12]([NH:15][C:16]([c:17]2[cH:18][c:19]([Cl:28])[c:20]([O:24][CH2:25][CH:26]=[CH2:27])[c:21]([Cl:23])[cH:22]2)=[O:29])[C:13]1=[O:14])=[O:32].[CH3:33][OH:34].[Na+:36].[OH-:35].[OH2:37]>>[O:3]=[C:4]([CH:5]([CH3:6])[N:7]1[N:8]([CH3:31])[C:9](=[O:30])[CH2:10][CH2:11][CH:12]([NH:15][C:16]([c:17]2[cH:18][c:19]([Cl:28])[c:20]([O:24][CH2:25][CH:26]=[CH2:27])[c:21]([Cl:23])[cH:22]2)=[O:29])[C:13]1=[O:14])[OH:32]. The reactants are Cl (HCl), base ( 1-3 ), C(C)(C)(C)N1C[C@H]([C@@H](C1)C1=C(C=C(C=C1)F)F)C(=O)N1CCC(CC1)C1=C(C=C(C=C1)Cl)[C@H](C)NC(C)=O (N-{(1S)-1-[2-(1-{[(3S,4R)-1-tert-butyl-4-(2,4-difluorophenyl)pyrrolidin-3-yl]carbonyl}piperidin-4-yl)-5-chlorophenyl]ethyl}acetamide), C(C)(=O)OC(C)C (isopropyl acetate), Cl (HCl), Cl (HCl), II, C(C)(C)(C)N1C[C@H]([C@@H](C1)C1=C(C=C(C=C1)F)F)C(=O)N1CCC(CC1)C1=C(C=C(C=C1)Cl)[C@H](C)NC(C)=O (N-{(1S)-1-[2-(1-{[(3S,4R)-1-tert-butyl-4-(2,4-difluorophenyl)pyrrolidin-3-yl]carbonyl}piperidin-4-yl)-5-chlorophenyl]ethyl}acetamide). The solvent is C(C)(C)O (isopropyl alcohol), C(C)(C)O (isopropyl alcohol). Reaction conditions: temperature 35 celsius. Yields the product Cl (HCl), II, CC(C)O.C(C)(=O)OC(C)C (2-propanol isopropyl acetate), C(C)(C)(C)N1C[C@H]([C@@H](C1)C1=C(C=C(C=C1)F)F)C(=O)N1CCC(CC1)C1=C(C=C(C=C1)Cl)[C@H](C)NC(C)=O (N-{(1S)-1-[2-(1-{[(3S,4R)-1-tert-butyl-4-(2,4-difluorophenyl)pyrrolidin-3-yl]carbonyl}piperidin-4-yl)-5-chlorophenyl]ethyl}acetamide). RXN SMILES: [C:1]([N:5]1[CH2:9][C@@H:8]([C:10]2[CH:15]=[CH:14][C:13]([F:16])=[CH:12][C:11]=2[F:17])[C@H:7]([C:18]([N:20]2[CH2:25][CH2:24][CH:23]([C:26]3[CH:31]=[CH:30][C:29]([Cl:32])=[CH:28][C:27]=3[C@@H:33]([NH:35][C:36](=[O:38])[CH3:37])[CH3:34])[CH2:22][CH2:21]2)=[O:19])[CH2:6]1)([CH3:4])([CH3:3])[CH3:2].Cl.[C:40]([O:43][CH:44]([CH3:46])[CH3:45])(=[O:42])[CH3:41]>C(O)(C)C>[ClH:32].[CH3:45][CH:44]([OH:43])[CH3:46].[C:40]([O:43][CH:44]([CH3:46])[CH3:45])(=[O:42])[CH3:41].[C:1]([N:5]1[CH2:9][C@@H:8]([C:10]2[CH:15]=[CH:14][C:13]([F:16])=[CH:12][C:11]=2[F:17])[C@H:7]([C:18]([N:20]2[CH2:25][CH2:24][CH:23]([C:26]3[CH:31]=[CH:30][C:29]([Cl:32])=[CH:28][C:27]=3[C@@H:33]([NH:35][C:36](=[O:38])[CH3:37])[CH3:34])[CH2:22][CH2:21]2)=[O:19])[CH2:6]1)([CH3:2])([CH3:3])[CH3:4] |f:5.6|. Procedure: Method To a 50 mL flask was added a solution of the free base (1-3) of Compound I in isopropyl acetate (13.9 mL at 160 g/L). The solution was heated to 35° C., and HCl in isopropyl alcohol (1.33 N, 6.1 mL, 1 eq) was added in one portion. The resulting solution was heated to 60° C. and a second equivalent of 1.33N HCl in isopropyl alcohol (6.1 mL) was added in one portion. To the resulting solution at 60° C. was added seed of the bis HCl Form II of Compound I (25.2 mg). After seeding, the mixture... Reactants: CC1CNCCN1C(=O)OC(C)(C)C, COCCOC, CCN(C(C)C)C(C)C, CS(=O)(=O)OCc1cccc(-c2ccnc(Cl)n2)c1. Yields the product CC1CN(Cc2cccc(-c3ccnc(Cl)n3)c2)CCN1C(=O)OC(C)(C)C. RXN SMILES: [C:20]([CH3:21])([CH3:22])([CH3:23])[O:24][C:25](=[O:26])[N:27]1[CH:28]([CH3:33])[CH2:29][NH:30][CH2:31][CH2:32]1.[CH3:43][O:44][CH2:45][CH2:46][O:47][CH3:48].[CH:34]([N:35]([CH:36]([CH3:37])[CH3:38])[CH2:39][CH3:40])([CH3:41])[CH3:42].[Cl:1][c:2]1[n:3][cH:4][cH:5][c:6](-[c:8]2[cH:9][c:10]([CH2:11][O:12][S:13]([CH3:14])(=[O:15])=[O:16])[cH:17][cH:18][cH:19]2)[n:7]1>>[Cl:1][c:2]1[n:3][cH:4][cH:5][c:6](-[c:8]2[cH:9][c:10]([CH2:11][N:30]3[CH2:29][CH:28]([CH3:33])[N:27]([C:25]([O:24][C:20]([CH3:21])([CH3:22])[CH3:23])=[O:26])[CH2:32][CH2:31]3)[cH:17][cH:18][cH:19]2)[n:7]1. Starting materials: Cl.OCCN1C(=NC=C1[N+](=O)[O-])C(=N)NNC(N)=N (2-[1-(2-hydroxyethyl)-5-nitro-2-imidazolecarboximidoyl]-1-amidinohydrazine hydrochloride), Cl.NNC(=N)NC (1-amino-3-methylguanidine hydrochloride), cyclic imino ester, C(C)OC(=N)C=1N(C(=CN1)[N+](=O)[O-])C (ethyl-1-methyl-5-nitro-2-imidazolecarboximidate), Cl.NN(C(=N)N)C (1-amino-1-methylguanidine hydrochloride), C(=N)(N)NN.Cl (aminoguanidine hydrochloride). The product is Cl.CN1C(=NC=C1[N+](=O)[O-])C(=N)NN(C)C(N)=N (2-(1-methyl-5-nitro-2 -imidazolecarboximidoyl)-1-amidino-1-methylhydrazine hydrochloride), Cl.CN1C(=NC=C1[N+](=O)[O-])C(=N)NNC(NC)=N (2-(1-methyl-5-nitro-2-imidazolecarboximidoyl)-1-methylamidinohydrazine hydrochloride). Reaction SMILES: C(O[C:4]([C:6]1[N:7]([CH3:14])[C:8]([N+:11]([O-:13])=[O:12])=[CH:9][N:10]=1)=[NH:5])C.[ClH:15].[NH2:16][N:17]([CH3:21])[C:18]([NH2:20])=[NH:19].Cl.[NH2:23][NH:24][C:25]([NH:27][CH3:28])=[NH:26].Cl.OC[CH2:32][N:33]1[C:37]([N+:38]([O-:40])=[O:39])=[CH:36][N:35]=[C:34]1[C:41](NNC(=N)N)=[NH:42].C(NN)(N)=N.Cl>>[ClH:15].[CH3:14][N:7]1[C:8]([N+:11]([O-:13])=[O:12])=[CH:9][N:10]=[C:6]1[C:4]([NH:16][N:17]([C:18](=[NH:20])[NH2:19])[CH3:21])=[NH:5].[ClH:15].[CH3:32][N:33]1[C:37]([N+:38]([O-:40])=[O:39])=[CH:36][N:35]=[C:34]1[C:41]([NH:23][NH:24][C:25](=[NH:26])[NH:27][CH3:28])=[NH:42] |f:1.2,3.4,5.6,7.8,9.10,11.12|. Reported procedure: Similarly, 2-(1-methyl-5-nitro-2 -imidazolecarboximidoyl)-1-amidino-1-methylhydrazine hydrochloride (IIIC) and 2-(1-methyl-5-nitro-2-imidazolecarboximidoyl)-1-methylamidinohydrazine hydrochloride (IIID) are prepared by reacting ethyl-1-methyl-5-nitro-2-imidazolecarboximidate with 1-amino-1-methylguanidine hydrochloride and 1-amino-3-methylguanidine hydrochloride, respectively. In the like manner, 2-[1-(2-hydroxyethyl)-5-nitro-2-imidazolecarboximidoyl]-1-amidinohydrazine hydrochloride (IIIE) is p...